This data is from the Open Reaction Database (ORD), a public repository of structured organic reaction records. The task is: describe an organic reaction: reactants, conditions, products, and yield The reactants are solution, BrBr (bromine), N1=CC=CC=C1 (pyridine), OC(CCCCCCCCCCCC)C1=CC(OC1OC)=O (4-(1-hydroxytridecyl)-5-methoxy-2(5H)-furanone). The reagents and catalysts are C(C)(=O)O (acetic acid). Run in C(Cl)(Cl)(Cl)Cl (carbon tetrachloride), C(Cl)(Cl)(Cl)Cl (carbon tetrachloride). Conditions: time 1 hour. Yields the product BrC=1C(OC(C1C(CCCCCCCCCCCC)O)OC)=O (3-bromo-4-(1-hydroxytridecyl)-5-methoxy-2(5H)-furanone). RXN SMILES: [OH:1][CH:2]([C:15]1[CH:19]([O:20][CH3:21])[O:18][C:17](=[O:22])[CH:16]=1)[CH2:3][CH2:4][CH2:5][CH2:6][CH2:7][CH2:8][CH2:9][CH2:10][CH2:11][CH2:12][CH2:13][CH3:14].[Br:23]Br.N1C=CC=CC=1>C(Cl)(Cl)(Cl)Cl.C(O)(=O)C>[Br:23][C:16]1[C:17](=[O:22])[O:18][CH:19]([O:20][CH3:21])[C:15]=1[CH:2]([OH:1])[CH2:3][CH2:4][CH2:5][CH2:6][CH2:7][CH2:8][CH2:9][CH2:10][CH2:11][CH2:12][CH2:13][CH3:14]. Reported procedure: A mixture of 0.3 g. of 4-(1-hydroxytridecyl)-5-methoxy-2(5H)-furanone and 0.5 ml of carbon tetrachloride is cooled to 0° and 0.55 ml of a 3.1M solution of bromine in carbon tetrachloride is added dropwise over 15 minutes. Two drops of glacial acetic acid are added and the mixture is allowed to warm to room temperature. The reaction is monitored by TLC. After one hour, the mixture is cooled to 0° and 25 ml of pyridine is added over 5 minutes. The mixture is stirred for one hour, filtered to remov... Reactants: COC1=CC(=NC(=N1)N1CCOCC1)N[C@H]1CN(CCC1)C(=O)OC(C)(C)C ((R)-Tert-butyl 3-(6-methoxy-2-morpholinopyrimidin-4-ylamino)piperidine-1-carboxylate), C1CC(=O)N(C1=O)I (NIS). Run in C(C)#N (acetonitrile). The product is IC=1C(=NC(=NC1OC)N1CCOCC1)N[C@H]1CN(CCC1)C(=O)OC(C)(C)C ((R)-Tert-butyl 3-(5-iodo-6-methoxy-2-morpholinopyrimidin-4-ylamino)piperidine-1-carboxylate). Reaction SMILES: [CH3:1][O:2][C:3]1[N:8]=[C:7]([N:9]2[CH2:14][CH2:13][O:12][CH2:11][CH2:10]2)[N:6]=[C:5]([NH:15][C@@H:16]2[CH2:21][CH2:20][CH2:19][N:18]([C:22]([O:24][C:25]([CH3:28])([CH3:27])[CH3:26])=[O:23])[CH2:17]2)[CH:4]=1.C1C(=O)N([I:36])C(=O)C1>C(#N)C>[I:36][C:4]1[C:5]([NH:15][C@@H:16]2[CH2:21][CH2:20][CH2:19][N:18]([C:22]([O:24][C:25]([CH3:28])([CH3:27])[CH3:26])=[O:23])[CH2:17]2)=[N:6][C:7]([N:9]2[CH2:14][CH2:13][O:12][CH2:11][CH2:10]2)=[N:8][C:3]=1[O:2][CH3:1]. Procedure details: Compound 20 (113 mg, 0.287 mmol) was dissolved in acetonitrile (3 mL) and NIS (129 mg, 0.574 mmol) was added. The solution was heated to reflux for 1 h. The solvent was evaporated and the residue dissolved in EtOAc, washed with sat. NaHCO3, NaS2O3, water, and brine. The organics were dried (MgSO4), filtered and concentrated. The residue was purified by column chromatography on silica gel, eluting with EtOAc/hexane to give the title compound as a colorless foam. 1H NMR (CDCl3) δ 5.07 (d, J=6.8 Hz... Starting materials: ClC(COC(=O)NC(C(C)C)N1C(C(C1)NC(CC1=CC=CC=C1)=O)=O)(Cl)Cl (1-[1-(2,2,2-Trichloroethoxycarbonylamino)-2-methylpropyl]-3-(2-phenylacetamido)-2-azetidinone), C([O-])(O)=O.[Na+] (sodium bicarbonate). Reagents/catalysts: [Zn] (Zinc), [Zn] (zinc). The solvent is C(C)(=O)O (acetic acid). Run at time 30 minute. Yields the product C1(=CC=CC=C1)CC(=O)NC1C(NC1)=O (3-(2-phenylacetamido)-2-azetidinone). The yield is 58.6%. RXN SMILES: ClC(Cl)(Cl)COC(NC([N:12]1[CH2:15][CH:14]([NH:16][C:17](=[O:25])[CH2:18][C:19]2[CH:24]=[CH:23][CH:22]=[CH:21][CH:20]=2)[C:13]1=[O:26])C(C)C)=O.C(=O)(O)[O-].[Na+]>C(O)(=O)C.[Zn]>[C:19]1([CH2:18][C:17]([NH:16][CH:14]2[CH2:15][NH:12][C:13]2=[O:26])=[O:25])[CH:24]=[CH:23][CH:22]=[CH:21][CH:20]=1 |f:1.2|. Reported procedure: 1-[1-(2,2,2-Trichloroethoxycarbonylamino)-2-methylpropyl]-3-(2-phenylacetamido)-2-azetidinone (1.13 g.) was dissolved in a 90% acetic acid aqueous solution (20 ml.), and the solution was cooled to 5° C. (Zinc powder (1.62 g.) was added dropwise to said solution in 5 minutes, and the mixture was stirred for 30 minutes. Furthermore, zinc powder (1.62 g.) was added to said mixture, and the mixture was stirred for 2 days. The reaction mixture was neutralized with a sodium bicarbonate aqueous solutio... Starting materials: ice, CN (methylamine), O1CCOCC1 (1,4-dioxane), ClC1N=CN=CC1(N)Cl (4,5-dichloropyrimdine-5-amine), ClC1N=CN=CC1(N)Cl (4,5-dichloropyrimidine-5-amine). The solvent is O (water), O (water). Run at time 30 minute. Product: ClC1=C(C(=NC=N1)NC)N (6-chloro-N4-methylpyrimidine-4,5-diamine). The yield is 98.4%. Reaction SMILES: O1CCOCC1.[Cl:7][CH:8]1[C:13](Cl)([NH2:14])[CH:12]=[N:11][CH:10]=[N:9]1.[CH3:16][NH2:17]>O>[Cl:7][C:8]1[N:9]=[CH:10][N:11]=[C:12]([NH:17][CH3:16])[C:13]=1[NH2:14]. Reported procedure: A 50 mL 3-necked flask fitted with a thermometer was charged with 1,4-dioxane (20 mL) and 4,5-dichloropyrimdine-5-amine (5.00 g, 30.5 mmol). The reaction mixture was then stirred for 30 minutes at room temperature to ensure complete dissolution of the 4,5-dichloropyrimidine-5-amine, after which a solution of methylamine in water (40% by weight, 120 mmol, 9.3 mL) was added over a period of 30 minutes by means of a pressure-equalized dropping funnel. Upon completion of addition, the dropping funne...